This data is from the Open Reaction Database (ORD), a public repository of structured organic reaction records. The task is: describe an organic reaction: reactants, conditions, products, and yield Reactants: C(C1=CC=CC=C1)C1(CCNCC1)O (4-benzyl-4-hydroxy-piperidine), C([O-])([O-])=O.[K+].[K+] (potassium carbonate), CC(CC)=O (2-butanone), C(C1=CC=CC=C1)OC1=CC=C(C(=O)NCCCCl)C=C1 (4-benzyloxy-N-(3-chloro-propyl)-benzamide). Solvent: O (water). Yields the product C(C1=CC=CC=C1)C1(CCN(CC1)CCCNC(C1=CC=C(C=C1)OCC1=CC=CC=C1)=O)O (N-[3-(4-benzyl-4-hydroxy-piperidin-1-yl)-propyl]-4-benzyloxy-benzamide). Yield: 24.6%. Reaction SMILES: [CH2:1]([O:8][C:9]1[CH:21]=[CH:20][C:12]([C:13]([NH:15][CH2:16][CH2:17][CH2:18]Cl)=[O:14])=[CH:11][CH:10]=1)[C:2]1[CH:7]=[CH:6][CH:5]=[CH:4][CH:3]=1.[CH2:22]([C:29]1([OH:35])[CH2:34][CH2:33][NH:32][CH2:31][CH2:30]1)[C:23]1[CH:28]=[CH:27][CH:26]=[CH:25][CH:24]=1.C(=O)([O-])[O-].[K+].[K+].CC(=O)CC>O>[CH2:22]([C:29]1([OH:35])[CH2:34][CH2:33][N:32]([CH2:18][CH2:17][CH2:16][NH:15][C:13](=[O:14])[C:12]2[CH:20]=[CH:21][C:9]([O:8][CH2:1][C:2]3[CH:7]=[CH:6][CH:5]=[CH:4][CH:3]=3)=[CH:10][CH:11]=2)[CH2:31][CH2:30]1)[C:23]1[CH:24]=[CH:25][CH:26]=[CH:27][CH:28]=1 |f:2.3.4|. Procedure: A mixture of 4-benzyloxy-N-(3-chloro-propyl)-benzamide (0.5 g, 1.64 mmol), ), 4-benzyl-4-hydroxy-piperidine (0.315 g, 1.65 mmol), potassium carbonate (0.45 g, 3.29 mmol) and 2-butanone (10 ml) was stirred at 60° C. for 48 h. After the addition of water, the mixture was extracted with ethyl acetate. The organic layer was dried (Na2SO4), filtered and evaporated. The residue was purified by chromatography (silica gel, methylene chloride-methanol from 95:5 to 9:1) to give N-[3-(4-benzyl-4-hydroxy-pi... The reactants are [C-]#N.[K+] (potassium cyanide), BrCC=1C=CC(=C(C1)S(=O)(=O)NC(C)(C)C)OC (5-Bromomethyl-N-(1,1-dimethylethyl)-2-methoxybenzenesulfonamide). The solvent is CS(=O)C (DMSO). Conditions: time 8 hour. Product: C(#N)CC=1C=CC(=C(C1)S(=O)(=O)NC(C)(C)C)OC (5-Cyanomethyl-N-(1,1-dimethylethyl)-2-methoxybenzenesulfonamide). Yield: 44.7%. RXN SMILES: [C-:1]#[N:2].[K+].Br[CH2:5][C:6]1[CH:7]=[CH:8][C:9]([O:20][CH3:21])=[C:10]([S:12]([NH:15][C:16]([CH3:19])([CH3:18])[CH3:17])(=[O:14])=[O:13])[CH:11]=1>CS(C)=O>[C:1]([CH2:5][C:6]1[CH:7]=[CH:8][C:9]([O:20][CH3:21])=[C:10]([S:12]([NH:15][C:16]([CH3:19])([CH3:18])[CH3:17])(=[O:14])=[O:13])[CH:11]=1)#[N:2] |f:0.1|. Reported procedure: A mixture of 1.63 g potassium cyanide and 8 g of the compound from Example 1 in 50 ml of DMSO was stirred at room temperature overnight. The solution became darker in color with time, going from orange to purple to black. After being stirred overnight the reaction mixture was partitioned between ethyl acetate and water. The organic layer was washed with brine, dried (MgSO4), filtered and the solvent evaporated. The residual red oil was eluted through a dry silica column with 20% ethyl acetate-80...